Dataset: the Open Reaction Database (ORD), a public repository of structured organic reaction records. Task: describe an organic reaction: reactants, conditions, products, and yield The reactants are C1(=CC=CC=C1)C1=C(C2=C(S1)CCC2)C(=O)OC (methyl 2-phenyl-5,6-dihydro-4H-cyclopenta[b]thiophene-3-carboxylate), [OH-].[Na+] (NaOH), Cl (hydrochloric acid). Run in CCO (EtOH). Product: C1(=CC=CC=C1)C1=C(C2=C(S1)CCC2)C(=O)O (2-phenyl-5,6-dihydro-4H-cyclopenta[b]thiophene-3-carboxylic acid). RXN SMILES: [C:1]1([C:7]2[S:11][C:10]3[CH2:12][CH2:13][CH2:14][C:9]=3[C:8]=2[C:15]([O:17]C)=[O:16])[CH:6]=[CH:5][CH:4]=[CH:3][CH:2]=1.[OH-].[Na+].Cl>CCO>[C:1]1([C:7]2[S:11][C:10]3[CH2:12][CH2:13][CH2:14][C:9]=3[C:8]=2[C:15]([OH:17])=[O:16])[CH:2]=[CH:3][CH:4]=[CH:5][CH:6]=1 |f:1.2|. Reported procedure: To a solution of methyl 2-phenyl-5,6-dihydro-4H-cyclopenta[b]thiophene-3-carboxylate in EtOH was added a 1 M aqueous NaOH solution, followed by heating under reflux for 5 hours. The reaction mixture was adjusted into pH=2 by addition of 1 M hydrochloric acid, and the solid precipitated was collected by filtration, and washed with water to obtain 2-phenyl-5,6-dihydro-4H-cyclopenta[b]thiophene-3-carboxylic acid as a white solid. Starting materials: OC1=CC=C2C=CC(=CC2=C1)C(=O)O (7-hydroxynaphthalene-2-carboxylic acid), Cl (hydrogen chloride), C(C)O (ethanol). The product is OC1=CC=C2C=CC(=CC2=C1)C(=O)OCC (ethyl 7-hydroxynaphthalene-2-carboxylate). As a reaction SMILES: [OH:1][C:2]1[CH:11]=[C:10]2[C:5]([CH:6]=[CH:7][C:8]([C:12]([OH:14])=[O:13])=[CH:9]2)=[CH:4][CH:3]=1.Cl.[CH2:16](O)[CH3:17]>>[OH:1][C:2]1[CH:11]=[C:10]2[C:5]([CH:6]=[CH:7][C:8]([C:12]([O:14][CH2:16][CH3:17])=[O:13])=[CH:9]2)=[CH:4][CH:3]=1. Procedure details: A solution of 7-hydroxynaphthalene-2-carboxylic acid (56.09 g) in ethanol (200 ml) was saturated with dry hydrogen chloride and then refluxed for 30 minutes. The mixture was evaporated to about half volume, treated with water, and extracted with ethyl acetate, which was washed with water, and sodium bicarbonate solution, dried and evaporated to give a solid. Crystallisation from ethyl acetate afforded ethyl 7-hydroxynaphthalene-2-carboxylate (37.5 g), m.p. 155°-156°. Reactants: COC(=O)C1CN(C1)CC1=CC=C(C=C1)CSC1=CC(=C(C=C1)C1=CC=CC=C1)C(F)(F)F (1-[4-(2-trifluoromethyl-biphenyl-4-ylsulfanylmethyl)-benzyl]-azetidine-3-carboxylic acid methyl ester), O[Li].O (LiOH—H2O). Solvent: CO (MeOH), O (H2O). Reaction conditions: time 3 hour. Product: FC(C1=C(C=CC(=C1)SCC1=CC=C(CN2CC(C2)C(=O)O)C=C1)C1=CC=CC=C1)(F)F (1-[4-(2-Trifluoromethyl-biphenyl-4-ylsulfanylmethyl)-benzyl]-azetidine-3-carboxylic acid). As a reaction SMILES: C[O:2][C:3]([CH:5]1[CH2:8][N:7]([CH2:9][C:10]2[CH:15]=[CH:14][C:13]([CH2:16][S:17][C:18]3[CH:23]=[CH:22][C:21]([C:24]4[CH:29]=[CH:28][CH:27]=[CH:26][CH:25]=4)=[C:20]([C:30]([F:33])([F:32])[F:31])[CH:19]=3)=[CH:12][CH:11]=2)[CH2:6]1)=[O:4].O[Li].O>CO.O>[F:32][C:30]([F:31])([F:33])[C:20]1[CH:19]=[C:18]([S:17][CH2:16][C:13]2[CH:14]=[CH:15][C:10]([CH2:9][N:7]3[CH2:8][CH:5]([C:3]([OH:4])=[O:2])[CH2:6]3)=[CH:11][CH:12]=2)[CH:23]=[CH:22][C:21]=1[C:24]1[CH:25]=[CH:26][CH:27]=[CH:28][CH:29]=1 |f:1.2|. Procedure: To a solution of 1-[4-(2-trifluoromethyl-biphenyl-4-ylsulfanylmethyl)-benzyl]-azetidine-3-carboxylic acid methyl ester (129 mg, 0.2736 mmol, 1 eq.) in a mixture of MeOH (5 mL) and H2O (0.5 mL) is added LiOH—H2O (23 mg, 0.5472 mmol, 2 eq.). The mixture is stirred at room temperature for 3 h. After concentration, the crude product is purified by preparative RP LC-MS to give 1-[4-(2-Trifluoromethyl-biphenyl-4-ylsulfanylmethyl)-benzyl]-azetidine-3-carboxylic acid: 1H NMR (CD3OD, 400 MHz) δ7.61 (s, 1... The reactants are C(C)B(CC)CC (triethylborane), C(C)B(CC)CC (triethylborane), C([O-])([O-])=O.[K+].[K+] (potassium carbonate), C(C)(C)(C)OC(=O)N1C[C@H]2CC3=CC=C(N=C3N2[C@@H](C1)C)Br ((4R,9aR)-6-bromo-4-methyl-3,4,9,9a-tetrahydro-1H-2,4a,5-triaza-fluorene-2-carboxylic acid tert-butyl ester), C(C)(C)(C)OC(=O)N1C[C@H]2CC3=CC=C(N=C3N2[C@@H](C1)C)Br ((4R,9aR)-6-bromo-4-methyl-3,4,9,9a-tetrahydro-1H-2,4a,5-triaza-fluorene-2-carboxylic acid tert-butyl ester), O (water). The reagents and catalysts are Cl[Pd]Cl.C1(=CC=CC=C1)P([C-]1C=CC=C1)C1=CC=CC=C1.[C-]1(C=CC=C1)P(C1=CC=CC=C1)C1=CC=CC=C1.[Fe+2] ([1,1′-bis(diphenyphosphino)ferrocene]-dichloropalladium(II)). Solvent: C1CCOC1 (THF), CN(C=O)C (N,N-dimethylformamide). Conditions: time 15 minute. Yields the product C(C)(C)(C)OC(=O)N1C[C@H]2CC3=CC=C(N=C3N2[C@@H](C1)C)CC ((4R,9aR)-6-Ethyl-4-methyl-3,4,9,9a-tetrahydro-1H-2,4a,5-triaza-fluorene-2-carboxylic acid tert-butyl ester). The yield is 89.5%. RXN SMILES: [C:1]([O:5][C:6]([N:8]1[CH2:20][C@@H:19]([CH3:21])[N:18]2[C@H:10]([CH2:11][C:12]3[C:17]2=[N:16][C:15](Br)=[CH:14][CH:13]=3)[CH2:9]1)=[O:7])([CH3:4])([CH3:3])[CH3:2].[CH2:23](B(CC)CC)[CH3:24].C(=O)([O-])[O-].[K+].[K+].O>CN(C)C=O.C1COCC1.Cl[Pd]Cl.C1(P(C2C=CC=CC=2)[C-]2C=CC=C2)C=CC=CC=1.[C-]1(P(C2C=CC=CC=2)C2C=CC=CC=2)C=CC=C1.[Fe+2]>[C:1]([O:5][C:6]([N:8]1[CH2:20][C@@H:19]([CH3:21])[N:18]2[C@H:10]([CH2:11][C:12]3[C:17]2=[N:16][C:15]([CH2:23][CH3:24])=[CH:14][CH:13]=3)[CH2:9]1)=[O:7])([CH3:4])([CH3:3])[CH3:2] |f:2.3.4,8.9.10.11|. Procedure: To a solution of 0.70 g (1.90 mmol) (4R,9aR)-6-bromo-4-methyl-3,4,9,9a-tetrahydro-1H-2,4a,5-triaza-fluorene-2-carboxylic acid tert-butyl ester (Example 5, intermediate b) in 14 ml N,N-dimethylformamide was added 73.0 mg [1,1′-bis(diphenyphosphino)ferrocene]-dichloropalladium(II) and after 15 min, 4.8 ml of a 1M triethylborane solution in THF and 0.79 g (5.70 mmol) potassium carbonate were added. After 4 h another 2.4 ml triethylborane solution was added and the reaction mixture stirred overnight... Starting materials: CO, COc1cc(N2CCOCC2)ccc1[N+](=O)[O-]. Yields the product COc1cc(N2CCOCC2)ccc1N. RXN SMILES: [CH3:18][OH:19].[CH3:1][O:2][c:3]1[cH:4][c:5]([N:12]2[CH2:13][CH2:14][O:15][CH2:16][CH2:17]2)[cH:6][cH:7][c:8]1[N+:9]([O-:10])=[O:11]>>[CH3:1][O:2][c:3]1[cH:4][c:5]([N:12]2[CH2:13][CH2:14][O:15][CH2:16][CH2:17]2)[cH:6][cH:7][c:8]1[NH2:9]. Starting materials: C(C)(=O)N1CC2=C(C=3C=C(C=CC13)[N+](=O)[O-])N(N=C2C(=O)OCC)C2=CC=C(C=C2)F (ethyl 5-acetyl-1-(4-fluorophenyl)-8-nitro-4,5-dihydro-1H-pyrazolo[4,3-c]quinoline-3-carboxylate). The solvent is C(C)(=O)O (acetic acid). The product is C(C)(=O)N1CC2=C(C=3C=C(C=CC13)N)N(N=C2C(=O)OCC)C2=CC=C(C=C2)F (ethyl 5-acetyl-8-amino-1-(4-fluorophenyl)-4,5-dihydro-1H-pyrazolo[4,3-c]quinoline-3-carboxylate). Isolated yield 91.0%. As a reaction SMILES: [C:1]([N:4]1[C:13]2[CH:12]=[CH:11][C:10]([N+:14]([O-])=O)=[CH:9][C:8]=2[C:7]2[N:17]([C:25]3[CH:30]=[CH:29][C:28]([F:31])=[CH:27][CH:26]=3)[N:18]=[C:19]([C:20]([O:22][CH2:23][CH3:24])=[O:21])[C:6]=2[CH2:5]1)(=[O:3])[CH3:2]>C(O)(=O)C>[C:1]([N:4]1[C:13]2[CH:12]=[CH:11][C:10]([NH2:14])=[CH:9][C:8]=2[C:7]2[N:17]([C:25]3[CH:26]=[CH:27][C:28]([F:31])=[CH:29][CH:30]=3)[N:18]=[C:19]([C:20]([O:22][CH2:23][CH3:24])=[O:21])[C:6]=2[CH2:5]1)(=[O:3])[CH3:2]. Reported procedure: The product was obtained as the acetic acid salt from the material from step 1 (10 g, 0.0236 mol) and by the method of Example 17. 9.8 g. (FW=454.45, 91% yield). LC/MS m/z=395 (m+1). The reactants are N#Cc1ccc(C(=O)O)cc1, Cl, Cl, Cl, NC1CCC(CCN2CCN(c3nccc4c3OCC4)CC2)CC1. Product: N#Cc1ccc(C(=O)NC2CCC(CCN3CCN(c4nccc5c4OCC5)CC3)CC2)cc1. As a reaction SMILES: [C:28](#[N:29])[c:30]1[cH:31][cH:32][c:33]([C:34](=[O:35])[OH:36])[cH:37][cH:38]1.[ClH:1].[ClH:2].[ClH:3].[O:4]1[CH2:5][CH2:6][c:7]2[c:8]1[c:9]([N:13]1[CH2:14][CH2:15][N:16]([CH2:19][CH2:20][CH:21]3[CH2:22][CH2:23][CH:24]([NH2:27])[CH2:25][CH2:26]3)[CH2:17][CH2:18]1)[n:10][cH:11][cH:12]2>>[O:4]1[CH2:5][CH2:6][c:7]2[c:8]1[c:9]([N:13]1[CH2:14][CH2:15][N:16]([CH2:19][CH2:20][CH:21]3[CH2:22][CH2:23][CH:24]([NH:27][C:34]([c:33]4[cH:32][cH:31][c:30]([C:28]#[N:29])[cH:38][cH:37]4)=[O:35])[CH2:25][CH2:26]3)[CH2:17][CH2:18]1)[n:10][cH:11][cH:12]2.